From a dataset of the Open Reaction Database (ORD), a public repository of structured organic reaction records. describe an organic reaction: reactants, conditions, products, and yield Reactants: C(C(=C)C1=CC=CC=C1)(=O)O (Atropic acid), C(C)(=O)[O-].[Na+] (sodium acetate), C(#N)C1=C(C(=O)C(=C(C1=O)Cl)Cl)C#N (DDQ), SCC(=O)O (mercaptoacetic acid), C(C)(=O)OC(C)=O (acetic anhydride). Solvent: ClCCl (dichloromethane). Run at temperature 130 celsius, time 18 hour. The product is C(C)(=O)OC1=CSC=C1C1=CC=CC=C1 (3-acetoxy 4-phenylthiophene). The yield is 35.0%. RXN SMILES: [C:1]([OH:11])(=O)[C:2]([C:4]1[CH:9]=[CH:8][CH:7]=[CH:6][CH:5]=1)=[CH2:3].[SH:12][CH2:13]C(O)=O.[C:17]([O:20]C(=O)C)(=O)[CH3:18].C([O-])(=O)C.[Na+].C(C1C(=O)C(Cl)=C(Cl)C(=O)C=1C#N)#N>ClCCl>[C:17]([O:11][C:1]1[C:2]([C:4]2[CH:5]=[CH:6][CH:7]=[CH:8][CH:9]=2)=[CH:3][S:12][CH:13]=1)(=[O:20])[CH3:18] |f:3.4|. Procedure details: Atropic acid (149 mg, 1.10 mmol) and mercaptoacetic acid (80 μl, 106 mg, 1.15 mmol) were combined and stirred 18 hours at 130° C. under a nitrogen atmosphere. The resulting crude Michael addition product was dissolved in acetic anhydride (2.4 mL, 2.6 g, 25 mmol) and sodium acetate (115 mg, 1.4 mmol) was added. The reaction was warmed in an oil bath, increasing the temperature to 150° C. over 1 hour. The mixture was maintained at that temperature for 2.5 hours, then cooled to 25° C. and evaporate... Reported procedure: A mixture of 7.0 g (0.02 mole) of 4-phenyl-8-chloro-acetylamino-2-methyl-1,2,3,4-tetrahydro-isoquinoline-hydrochloride, 70 ml of ethanol and 20 ml (17.0 g, 0.24 mole) of pyrrolidine is refluxed for 5 hours. The reaction mixture is evaporated in vacuo, the residue is dissolved in a mixture of 100 ml of water and 100 ml of ether and the mixture is made alkaline by adding 30 ml of a 30% aqueous sodium hydroxide solution under cooling and stirring. The layers are separated, the aqueous phase is extr... The product is C1(=CC=CC=C1)C1CN(C(C2=C(C=CC=C12)N1CCCC1)NC(C)=O)C (4-phenyl-2-methyl-8-pyrrolidino-acetylamino-1,2,3,4-tetrahydro-isoquinoline), crystals. The reactants are Cl.C1(=CC=CC=C1)C1CN(C(C2=C(C=CC=C12)Cl)NC(C)=O)C (4-phenyl-8-chloro-acetylamino-2-methyl-1,2,3,4-tetrahydro-isoquinoline-hydrochloride), N1CCCC1 (pyrrolidine), C(\C=C/C(=O)O)(=O)O (maleic acid). As a reaction SMILES: Cl.[C:2]1([CH:8]2[C:17]3[C:12](=[C:13](Cl)[CH:14]=[CH:15][CH:16]=3)[CH:11]([NH:19][C:20](=[O:22])[CH3:21])[N:10]([CH3:23])[CH2:9]2)[CH:7]=[CH:6][CH:5]=[CH:4][CH:3]=1.[NH:24]1[CH2:28][CH2:27][CH2:26][CH2:25]1.C(O)(=O)/C=C\C(O)=O>C(O)C>[C:2]1([CH:8]2[C:17]3[C:12](=[C:13]([N:24]4[CH2:28][CH2:27][CH2:26][CH2:25]4)[CH:14]=[CH:15][CH:16]=3)[CH:11]([NH:19][C:20](=[O:22])[CH3:21])[N:10]([CH3:23])[CH2:9]2)[CH:7]=[CH:6][CH:5]=[CH:4][CH:3]=1 |f:0.1|. The solvent is C(C)O (ethanol), C(C)O (ethanol). Starting materials: C([C@H](O)[C@@H](O)C(=O)O)(=O)O (L-(+)-tartaric acid), C([C@@H](O)[C@H](O)C(=O)O)(=O)O (D-tartaric acid), D,L-tartaric acid, D,L-tartaric acid, C(C)(=O)C1(C(C(=O)OC1=O)(O)C(C)=O)O (DATA), C([C@@H](O)[C@H](O)C(=O)O)(=O)O (D-tartaric acid), C(C(O)C(O)C(=O)O)(=O)O (tartaric acid), C([C@H](O)[C@@H](O)C(=O)O)(=O)O (L-tartaric acid), C([C@H](O)[C@@H](O)C(=O)O)(=O)O (L-tartaric acid). Solvent: C(C)(=O)OC(C)=O (acetic anhydride), C(C)(=O)OC(C)=O (acetic anhydride), C(C)(=O)OC(C)=O (acetic anhydride). Product: C(C)(=O)[C@]1([C@](C(=O)OC1=O)(O)C(C)=O)O (diacetyl-L-tartaric anhydride), C(C)(=O)C1(C(C(=O)OC1=O)(O)C(C)=O)O (DATA). As a reaction SMILES: C(O)(=O)C(C(C(O)=O)O)O.C(O)(=O)[C@@H]([C@H](C(O)=O)O)O.C(O)(=O)[C@H]([C@@H](C(O)=O)O)O.[C:31]([C:34]1([OH:45])[C:39](=[O:40])[O:38][C:36](=[O:37])[C:35]1([C:42](=[O:44])[CH3:43])[OH:41])(=[O:33])[CH3:32]>C(OC(=O)C)(=O)C>[C:31]([C@:34]1([OH:45])[C:39](=[O:40])[O:38][C:36](=[O:37])[C@:35]1([C:42](=[O:44])[CH3:43])[OH:41])(=[O:33])[CH3:32].[C:31]([C:34]1([OH:45])[C:39](=[O:40])[O:38][C:36](=[O:37])[C:35]1([C:42](=[O:44])[CH3:43])[OH:41])(=[O:33])[CH3:32]. Procedure: At present, diacetyl tartaric anhydride (DATA) is prepared by reacting tartaric acid with acetic anhydride. Both L-tartaric acid, D-tartaric acid as well as D,L-tartaric acid are not well soluble in acetic anhydride. However, once L-tartaric acid starts to react, it is solubilized in acetic anhydride very quickly. On the other hand, D-tartaric acid and D,L-tartaric acid are not well solubilized. For this reason, DATA is prepared up till now starting from L-(+)-tartaric acid, and consequently, di... The reactants are O=C([O-])[O-], COC(=O)c1cccc(I)c1C(=O)OC, Cc1ccccc1, ClCCl, [Cs+], [Cs+], Nc1ccc(OCCN2CCOCC2)cc1F, O=C(C=Cc1ccccc1)C=Cc1ccccc1, O=C(C=Cc1ccccc1)C=Cc1ccccc1, O=C(C=Cc1ccccc1)C=Cc1ccccc1, [Pd], [Pd]. The product is COC(=O)c1cccc(Nc2ccc(OCCN3CCOCC3)cc2F)c1C(=O)OC. RXN SMILES: [C:33](=[O:34])([O-:35])[O-:36].[CH3:1][O:2][C:3]([c:4]1[c:5]([C:6](=[O:7])[O:8][CH3:9])[c:10]([I:14])[cH:11][cH:12][cH:13]1)=[O:15].[CH3:39][c:40]1[cH:41][cH:42][cH:43][cH:44][cH:45]1.[Cl:46][CH2:47][Cl:48].[Cs+:37].[Cs+:38].[F:16][c:17]1[c:18]([NH2:32])[cH:19][cH:20][c:21]([O:23][CH2:24][CH2:25][N:26]2[CH2:27][CH2:28][O:29][CH2:30][CH2:31]2)[cH:22]1.[O:51]=[C:52]([CH:53]=[CH:54][c:55]1[cH:56][cH:57][cH:58][cH:59][cH:60]1)[CH:61]=[CH:62][c:63]1[cH:64][cH:65][cH:66][cH:67][cH:68]1.[O:69]=[C:70]([CH:71]=[CH:72][c:73]1[cH:74][cH:75][cH:76][cH:77][cH:78]1)[CH:79]=[CH:80][c:81]1[cH:82][cH:83][cH:84][cH:85][cH:86]1.[O:87]=[C:88]([CH:89]=[CH:90][c:91]1[cH:92][cH:93][cH:94][cH:95][cH:96]1)[CH:97]=[CH:98][c:99]1[cH:100][cH:101][cH:102][cH:103][cH:104]1.[Pd:49].[Pd:50]>>[CH3:1][O:2][C:3]([c:4]1[c:5]([C:6](=[O:7])[O:8][CH3:9])[c:10]([NH:32][c:18]2[c:17]([F:16])[cH:22][c:21]([O:23][CH2:24][CH2:25][N:26]3[CH2:27][CH2:28][O:29][CH2:30][CH2:31]3)[cH:20][cH:19]2)[cH:11][cH:12][cH:13]1)=[O:15]. The reactants are [N+](=O)([O-])C1=C2C=CC(=NC2=CC=C1)Cl (5-nitro-2-chloroquinoline), FC=1C=C(C=C(C1)F)S(=O)(=O)Cl (3,5-difluorophenyl sulfonylchloride), N[C@@H]1CCC2=CC=CC=C12 ((R)-1-aminoindane). Yields the product FC=1C=C(C=C(C1)F)S(=O)(=O)NC1=C2C=CC(=NC2=CC=C1)N[C@@H]1CCC2=CC=CC=C12 (3,5-Difluoro-N-[2-((R)-indan-1-ylamino)-quinolin-5-yl]-benzenesulfonamide). Reaction SMILES: [N+:1]([C:4]1[CH:13]=[CH:12][CH:11]=[C:10]2[C:5]=1[CH:6]=[CH:7][C:8](Cl)=[N:9]2)([O-])=O.[F:15][C:16]1[CH:17]=[C:18]([S:23](Cl)(=[O:25])=[O:24])[CH:19]=[C:20]([F:22])[CH:21]=1.[NH2:27][C@H:28]1[C:36]2[C:31](=[CH:32][CH:33]=[CH:34][CH:35]=2)[CH2:30][CH2:29]1>>[F:15][C:16]1[CH:17]=[C:18]([S:23]([NH:1][C:4]2[CH:13]=[CH:12][CH:11]=[C:10]3[C:5]=2[CH:6]=[CH:7][C:8]([NH:27][C@H:28]2[C:36]4[C:31](=[CH:32][CH:33]=[CH:34][CH:35]=4)[CH2:30][CH2:29]2)=[N:9]3)(=[O:25])=[O:24])[CH:19]=[C:20]([F:22])[CH:21]=1. Procedure details: The title compound, MS: m/e=452.0 (M+H+), was prepared in accordance with the general method of example 1 from 5-nitro-2-chloroquinoline, 3,5-difluorophenyl sulfonylchloride and (R)-1-aminoindane. The reactants are C, CO, CCCCC(NC(=O)C1(NC(=O)N2CCOCC2)CCCCC1)C(O)C(=O)OCc1ccccc1, [Pd]. The product is CCCCC(NC(=O)C1(NC(=O)N2CCOCC2)CCCCC1)C(O)C(=O)O. As a reaction SMILES: [C:36].[CH3:38][OH:39].[OH:1][CH:2]([C:3](=[O:4])[O:5][CH2:6][c:7]1[cH:8][cH:9][cH:10][cH:11][cH:12]1)[CH:13]([CH2:14][CH2:15][CH2:16][CH3:17])[NH:18][C:19](=[O:20])[C:21]1([NH:27][C:28](=[O:29])[N:30]2[CH2:31][CH2:32][O:33][CH2:34][CH2:35]2)[CH2:22][CH2:23][CH2:24][CH2:25][CH2:26]1.[Pd:37]>>[OH:1][CH:2]([C:3](=[O:4])[OH:5])[CH:13]([CH2:14][CH2:15][CH2:16][CH3:17])[NH:18][C:19](=[O:20])[C:21]1([NH:27][C:28](=[O:29])[N:30]2[CH2:31][CH2:32][O:33][CH2:34][CH2:35]2)[CH2:22][CH2:23][CH2:24][CH2:25][CH2:26]1. The reactants are NC1=CC(N(C=2N=C(N=CC21)SC)C2CCC2)=O (5-amino-8-cyclobutyl-2-methylsulfanyl-8H-pyrido[2,3-d]pyrimidin-7-one), BrN1C(CCC1=O)=O (N-bromosuccinimide). Solvent: C(Cl)Cl (DCM). Conditions: time 30 minute. Product: NC1=C(C(N(C=2N=C(N=CC21)SC)C2CCC2)=O)Br (5-amino-6-bromo-8-cyclobutyl-2-methylsulfanyl-8H-pyrido[2,3-d]pyrimidin-7-one). The yield is 85.4%. As a reaction SMILES: [NH2:1][C:2]1[C:11]2[CH:10]=[N:9][C:8]([S:12][CH3:13])=[N:7][C:6]=2[N:5]([CH:14]2[CH2:17][CH2:16][CH2:15]2)[C:4](=[O:18])[CH:3]=1.[Br:19]N1C(=O)CCC1=O>C(Cl)Cl>[NH2:1][C:2]1[C:11]2[CH:10]=[N:9][C:8]([S:12][CH3:13])=[N:7][C:6]=2[N:5]([CH:14]2[CH2:17][CH2:16][CH2:15]2)[C:4](=[O:18])[C:3]=1[Br:19]. Procedure: To a mixture of 5-amino-8-cyclobutyl-2-methylsulfanyl-8H-pyrido[2,3-d]pyrimidin-7-one (1.3 g, 4.46 mmol) in DCM (120 mL) at 0° C. was added N-bromosuccinimide (0.87 g, 4.9 mmol) in 5 portions over 5 min. After stirring for 30 min, the DCM was evaporated under reduced pressure and the residue treated with 100 mL water and 100 mL NaHCO3 (sat'd, aq). The crude product was extracted into EtOAc (2×100 mL). The combined organic layers were washed with NaHCO3 (4×60 mL) and water (2×50 mL) and evaporate... The reactants are O=C1C(Br)=C(c2c[nH]c3ccccc23)C(=O)N1c1ccccc1, C[Si](C)(C)[N-][Si](C)(C)C, Cc1ccccc1, [Li+], OB(O)c1cn2c3c(cccc13)CCC2, c1cc2c3c(c1)ccn3CCC2, c1ccc(P(c2ccccc2)(c2ccccc2)[Pd](P(c2ccccc2)(c2ccccc2)c2ccccc2)(P(c2ccccc2)(c2ccccc2)c2ccccc2)P(c2ccccc2)(c2ccccc2)c2ccccc2)cc1. The product is O=C1C(c2c[nH]c3ccccc23)=C(c2cn3c4c(cccc24)CCC3)C(=O)N1c1ccccc1. As a reaction SMILES: [Br:1][C:2]1=[C:6]([c:7]2[cH:8][nH:9][c:10]3[cH:11][cH:12][cH:13][cH:14][c:15]23)[C:5](=[O:16])[N:4]([c:17]2[cH:18][cH:19][cH:20][cH:21][cH:22]2)[C:3]1=[O:23].[CH3:37][Si:38]([N-:39][Si:40]([CH3:41])([CH3:42])[CH3:43])([CH3:44])[CH3:45].[CH3:46][c:47]1[cH:48][cH:49][cH:50][cH:51][cH:52]1.[Li+:36].[c:53]1([B:54]([OH:55])[OH:56])[c:57]2[c:58]3[c:59]([cH:60][cH:61][cH:62]2)[CH2:63][CH2:64][CH2:65][n:66]3[cH:67]1.[cH:24]1[cH:25][n:26]2[c:35]3[c:30]([cH:31][cH:32][cH:33][c:34]13)[CH2:29][CH2:28][CH2:27]2.[cH:68]1[cH:69][cH:70][c:71]([P:72]([Pd:73]([P:74]([c:75]2[cH:76][cH:77][cH:78][cH:79][cH:80]2)([c:81]2[cH:82][cH:83][cH:84][cH:85][cH:86]2)[c:87]2[cH:88][cH:89][cH:90][cH:91][cH:92]2)([P:93]([c:94]2[cH:95][cH:96][cH:97][cH:98][cH:99]2)([c:100]2[cH:101][cH:102][cH:103][cH:104][cH:105]2)[c:106]2[cH:107][cH:108][cH:109][cH:110][cH:111]2)[P:112]([c:113]2[cH:114][cH:115][cH:116][cH:117][cH:118]2)([c:119]2[cH:120][cH:121][cH:122][cH:123][cH:124]2)[c:125]2[cH:126][cH:127][cH:128][cH:129][cH:130]2)([c:131]2[cH:132][cH:133][cH:134][cH:135][cH:136]2)[c:137]2[cH:138][cH:139][cH:140][cH:141][cH:142]2)[cH:143][cH:144]1>>[C:2]1([c:24]2[cH:25][n:26]3[c:35]4[c:30]([cH:31][cH:32][cH:33][c:34]24)[CH2:29][CH2:28][CH2:27]3)=[C:6]([c:7]2[cH:8][nH:9][c:10]3[cH:11][cH:12][cH:13][cH:14][c:15]23)[C:5](=[O:16])[N:4]([c:17]2[cH:18][cH:19][cH:20][cH:21][cH:22]2)[C:3]1=[O:23]. Reactants: [Cl-].[Cl-].[Cl-].[Y+3] (yttrium trichloride), CC([O-])C.[Li+] (Lithium isopropoxide), C(C)(C)O (isopropyl alcohol), [Cl-].[Cl-].[Cl-].[Y+3] (yttrium trichloride), C1=CC=CC=C1 (benzene). The solvent is O1CCCC1 (tetrahydrofuran). Product: CC([O-])C.[Y+3].CC([O-])C.CC([O-])C (yttrium isopropoxide). The yield is 52.6%. As a reaction SMILES: [CH3:1][CH:2]([CH3:4])[O-:3].[Li+].[CH:6]([OH:9])([CH3:8])[CH3:7].[Cl-].[Cl-].[Cl-].[Y+3:13].C1C=CC=CC=1>O1CCCC1>[CH3:1][CH:2]([CH3:4])[O-:3].[Y+3:13].[CH3:7][CH:6]([CH3:8])[O-:9].[CH3:1][CH:2]([CH3:4])[O-:3] |f:0.1,3.4.5.6,9.10.11.12|. Procedure: Lithium isopropoxide (24.3 g, 0.37 mol.) and isopropyl alcohol (150 ml) were placed in a round-bottomed flask of a 300 ml-capacity, to which was then added dropwise a solution of anhydrous yttrium trichloride (23.4 g, 0.12 mol.) in 25 ml of tetrahydrofuran under stirring. After the addition of the yttrium trichloride, the mixture in the flask was stirred at 45° C. for 3 hours with heating by means of a mantle heater, followed by concentration of the reaction solution to dryness by evaporation of...